This data is from the Open Reaction Database (ORD), a public repository of structured organic reaction records. The task is: describe an organic reaction: reactants, conditions, products, and yield The reactants are O1CCOCC1 (Dioxane), IC1=CC=2N(C(=C1)OC)C=CN2 (7-iodo-5-methoxyimidazo[1,2-a]pyridine), C1(=CC=CC=C1)B(O)O (phenylboronic acid), C([O-])([O-])=O.[Na+].[Na+] (sodium carbonate). Reagents/catalysts: C=1C=CC(=CC1)/C=C/C(=O)/C=C/C2=CC=CC=C2.C=1C=CC(=CC1)/C=C/C(=O)/C=C/C2=CC=CC=C2.C=1C=CC(=CC1)/C=C/C(=O)/C=C/C2=CC=CC=C2.[Pd].[Pd] (tris(dibenzylideneacetone)dipalladium). Solvent: O (water). Run at temperature 85 celsius, time 16 hour. The product is COC1=CC(=CC=2N1C=CN2)C2=CC=CC=C2 (5-methoxy-7-phenylimidazo[1,2-a]pyridine). As a reaction SMILES: I[C:2]1[CH:7]=[C:6]([O:8][CH3:9])[N:5]2[CH:10]=[CH:11][N:12]=[C:4]2[CH:3]=1.[C:13]1(B(O)O)[CH:18]=[CH:17][CH:16]=[CH:15][CH:14]=1.C(=O)([O-])[O-].[Na+].[Na+].O1CCOCC1>C1C=CC(/C=C/C(/C=C/C2C=CC=CC=2)=O)=CC=1.C1C=CC(/C=C/C(/C=C/C2C=CC=CC=2)=O)=CC=1.C1C=CC(/C=C/C(/C=C/C2C=CC=CC=2)=O)=CC=1.[Pd].[Pd].O>[CH3:9][O:8][C:6]1[N:5]2[CH:10]=[CH:11][N:12]=[C:4]2[CH:3]=[C:2]([C:13]2[CH:18]=[CH:17][CH:16]=[CH:15][CH:14]=2)[CH:7]=1 |f:2.3.4,6.7.8.9.10|. Procedure: 7-iodo-5-methoxyimidazo[1,2-a]pyridine (539 mg, 1.97 mmol), phenylboronic acid (719 mg, 5.90 mmol), tetrakis(triphenylphosphine)palladium (0) (227 mg, 0.197 mmol), and sodium carbonate (625 mg, 5.90 mmol) were added to a dry flask. Dioxane (18 ml) and water (2 ml) were added and the reaction mixture was sparged with argon for 5 minutes. The reaction mixture was heated to 85° C. After 16 h, the reaction mixture was cooled, diluted with ethyl acetate, washed with water, then dried over magnesium s... Reactants: COC([C@@H](NC(=O)OC1(CCC1)C)CC(=O)OC)=O (N-(1-methylcyclobutyloxycarbonyl) aspartic acid dimethyl ester), S(O)(O)(=O)=O (sulfuric acid). Solvent: CO (methanol). The product is CC1(CCC1)OC(=O)N[C@@H](CC(=O)O)C(=O)O (N-(1-methylcyclobutyloxycarbonyl) aspartic acid). As a reaction SMILES: C[O:2][C:3](=[O:19])[C@H:4]([CH2:14][C:15]([O:17]C)=[O:16])[NH:5][C:6]([O:8][C:9]1([CH3:13])[CH2:12][CH2:11][CH2:10]1)=[O:7].S(=O)(=O)(O)O>CO>[CH3:13][C:9]1([O:8][C:6]([NH:5][C@H:4]([C:3]([OH:19])=[O:2])[CH2:14][C:15]([OH:17])=[O:16])=[O:7])[CH2:12][CH2:11][CH2:10]1. Reported procedure: An example of the use of the novel N-protected-α-amino acid compounds of this invention in peptide synthesis is the preparation of α-aspartyl-phenylalanine methyl ester, a known sweetening agent. The dipeptide is conveniently prepared by coupling N-(1-methylcyclobutyloxycarbonyl) aspartic anhydride with phenylalanine methyl ester hydrochloride. Introduction of the N-(1-methylcyclobutyloxycarbonyl blocking group into aspartic acid is accomplished by reacting 1-methylcyclobutylchloroformate with a... The reactants are CC(C)(C)OC(=O)NC(CC(=O)N1CCn2c(C(F)(F)F)nc(C(=O)N3CCCC3)c2C1)Cc1cc(F)c(F)cc1F, CCOC(C)=O, Cl. The product is Cl, NC(CC(=O)N1CCn2c(C(F)(F)F)nc(C(=O)N3CCCC3)c2C1)Cc1cc(F)c(F)cc1F. As a reaction SMILES: [C:1]([O:2][C:3](=[O:4])[NH:7][CH:8]([CH2:9][C:10]([N:11]1[CH2:12][c:13]2[n:14]([c:17]([C:27]([F:28])([F:29])[F:30])[n:18][c:19]2[C:20](=[O:21])[N:22]2[CH2:23][CH2:24][CH2:25][CH2:26]2)[CH2:15][CH2:16]1)=[O:31])[CH2:32][c:33]1[c:34]([F:41])[cH:35][c:36]([F:40])[c:37]([F:39])[cH:38]1)([CH3:5])([CH3:6])[CH3:42].[CH3:44][CH2:45][O:46][C:47](=[O:48])[CH3:49].[ClH:43]>>[ClH:43].[NH2:7][CH:8]([CH2:9][C:10]([N:11]1[CH2:12][c:13]2[n:14]([c:17]([C:27]([F:28])([F:29])[F:30])[n:18][c:19]2[C:20](=[O:21])[N:22]2[CH2:23][CH2:24][CH2:25][CH2:26]2)[CH2:15][CH2:16]1)=[O:31])[CH2:32][c:33]1[c:34]([F:41])[cH:35][c:36]([F:40])[c:37]([F:39])[cH:38]1. Starting materials: FC1=CC=C(C=C1)[C@]1(CCN(C(O1)=O)[C@@H](C)C1=CC=C(C=C1)C1=CN(C(C=C1)=O)C)CC(=O)OC (methyl 2-((S)-6-(4-fluorophenyl)-3-((S)-1-(4-(1-methyl-6-oxo-1,6-dihydropyridin-3-yl)phenyl)-ethyl)-2-oxo-1,3-oxazinan-6-yl)acetate), C(C)[Mg]Br (ethylmagnesium bromide). The reagents and catalysts are C(C)(C)O[Ti](OC(C)C)(OC(C)C)OC(C)C (tetraisopropoxytitanium). Solvent: C1CCOC1 (THF). Run at time 2 hour. Yields the product FC1=CC=C(C=C1)C1(CCNC(O1)=O)CC1(CC1)O (6-(4-fluorophenyl)-6-((1-hydroxycyclopropyl)methyl)-1,3-oxazinan-2-one). Yield: 2.9%. RXN SMILES: [F:1][C:2]1[CH:7]=[CH:6][C:5]([C@:8]2([CH2:31][C:32]([O:34]C)=O)[O:13][C:12](=[O:14])[N:11]([C@H](C3C=CC(C4C=CC(=O)N(C)C=4)=CC=3)C)[CH2:10][CH2:9]2)=[CH:4][CH:3]=1.[CH2:36]([Mg]Br)[CH3:37]>C1COCC1.C(O[Ti](OC(C)C)(OC(C)C)OC(C)C)(C)C>[F:1][C:2]1[CH:3]=[CH:4][C:5]([C:8]2([CH2:31][C:32]3([OH:34])[CH2:37][CH2:36]3)[O:13][C:12](=[O:14])[NH:11][CH2:10][CH2:9]2)=[CH:6][CH:7]=1. Procedure: To a solution of methyl 2-((S)-6-(4-fluorophenyl)-3-((S)-1-(4-(1-methyl-6-oxo-1,6-dihydropyridin-3-yl)phenyl)-ethyl)-2-oxo-1,3-oxazinan-6-yl)acetate (150 mg, 0.33 mmol), and tetraisopropoxytitanium (189 mg, 0.66 mmol) in THF (20 mL) was added 3.0 M ethylmagnesium bromide (4 mL, 12 mmol) at rt under nitrogen. Then the mixture was stirred for 2 h. The reaction was quenched with aqueous NH4Cl solution, and the mixture was filtered. The filtrate was extracted with EtOAc. The combined organic phase w... The reactants are [OH-].[Na+] (NaOH), C(C)O (ethanol), C(C)(C)(C)C1=CC=CC(=N1)NC(=O)C1=CC=C(OC2=C(C=C3C(CCOC3=C2)C(=O)OCC)Cl)C=C1 (Ethyl 7-(4-(6-tert-butylpyridin-2-ylcarbamoyl)phenoxy)-6-chlorochroman-4-carboxylate). The solvent is Cl (HCl), C(C)(=O)OCC (ethyl acetate), C1CCOC1 (THF). Reaction conditions: time 3 hour. The product is C(C)(C)(C)C1=CC=CC(=N1)NC(=O)C1=CC=C(OC2=C(C=C3C(CCOC3=C2)C(=O)O)Cl)C=C1 (7-(4-(6-tert-butylpyridin-2-ylcarbamoyl)phenoxy)-6-chlorochroman-4-carboxylic acid). Yield: 8.5%. As a reaction SMILES: [C:1]([C:5]1[N:10]=[C:9]([NH:11][C:12]([C:14]2[CH:36]=[CH:35][C:17]([O:18][C:19]3[CH:28]=[C:27]4[C:22]([CH:23]([C:29]([O:31]CC)=[O:30])[CH2:24][CH2:25][O:26]4)=[CH:21][C:20]=3[Cl:34])=[CH:16][CH:15]=2)=[O:13])[CH:8]=[CH:7][CH:6]=1)([CH3:4])([CH3:3])[CH3:2].[OH-].[Na+].C(O)C>C1COCC1.Cl.C(OCC)(=O)C>[C:1]([C:5]1[N:10]=[C:9]([NH:11][C:12]([C:14]2[CH:36]=[CH:35][C:17]([O:18][C:19]3[CH:28]=[C:27]4[C:22]([CH:23]([C:29]([OH:31])=[O:30])[CH2:24][CH2:25][O:26]4)=[CH:21][C:20]=3[Cl:34])=[CH:16][CH:15]=2)=[O:13])[CH:8]=[CH:7][CH:6]=1)([CH3:4])([CH3:2])[CH3:3] |f:1.2|. Reported procedure: Ethyl 7-(4-(6-tert-butylpyridin-2-ylcarbamoyl)phenoxy)-6-chlorochroman-4-carboxylate (10 mg, 0.020 mmol) was diluted with THF (200 μL) followed by the addition of NaOH (98 μL, 0.098 mmol) and ethanol (100 μL). After stirring for 3 hours, the reaction was diluted with 0.5N HCl and ethyl acetate. The layers were separated and the organic layer was dried over MgSO4, filtered and concentrated. The material was purified using a 0.5 mm preparative TLC plate, eluting with 10% methanol/DCM to yield the ... Starting materials: C1(CCCC(=O)O1)=O (Glutaric anhydride), C(CCCC)C1=CC=CC=C1 (pentylbenzene), [Cl-].[Al+3].[Cl-].[Cl-] (aluminum chloride), ice water. The solvent is Cl (hydrochloric acid). Product: C(CCCC)C1=CC=C(C(=O)CCCC(=O)O)C=C1 (4-(4-n-pentylbenzoyl)butanoic acid). RXN SMILES: [C:1]1(=[O:8])[O:7][C:5](=[O:6])[CH2:4][CH2:3][CH2:2]1.[CH2:9]([C:14]1[CH:19]=[CH:18][CH:17]=[CH:16][CH:15]=1)[CH2:10][CH2:11][CH2:12][CH3:13].[Cl-].[Al+3].[Cl-].[Cl-]>Cl>[CH2:9]([C:14]1[CH:15]=[CH:16][C:17]([C:5]([CH2:4][CH2:3][CH2:2][C:1]([OH:7])=[O:8])=[O:6])=[CH:18][CH:19]=1)[CH2:10][CH2:11][CH2:12][CH3:13] |f:2.3.4.5|. Procedure details: Glutaric anhydride (10 g; 0.1mole) is reacted with pentylbenzene (100 ml) and aluminum chloride (29 g; 0.22 mole) at room temperature for 4 hours. The reaction mixture is poured into a mixture of ice-water (500 ml) and concentrated hydrochloric acid (50 ml) with vigorous stirring. The crude product is collected by filtration and recrystallized from aqueous ethanol to give 4-(4-n-pentylbenzoyl)butanoic acid (16.2 g) as colorless crystals, m.p. 104°-106° C. Starting materials: C(C)OC(CSC1=CC=C(C=C1)O)=O ((4-Hydroxy-phenylsulfanyl)-acetic acid ethyl ester), C(=O)([O-])[O-].[K+].[K+] (K2CO3), BrCC(CC)CC (1-bromo-2-ethyl butane). Solvent: CC(=O)C (acetone). The product is C(C)OC(CSC1=CC=C(C=C1)OCC(CC)CC)=O ([4-(2-Ethyl-butoxy)-phenylsulfanyl]-acetic acid ethyl ester). Reaction SMILES: [CH2:1]([O:3][C:4](=[O:14])[CH2:5][S:6][C:7]1[CH:12]=[CH:11][C:10]([OH:13])=[CH:9][CH:8]=1)[CH3:2].C([O-])([O-])=O.[K+].[K+].Br[CH2:22][CH:23]([CH2:26][CH3:27])[CH2:24][CH3:25]>CC(C)=O>[CH2:1]([O:3][C:4](=[O:14])[CH2:5][S:6][C:7]1[CH:12]=[CH:11][C:10]([O:13][CH2:22][CH:23]([CH2:26][CH3:27])[CH2:24][CH3:25])=[CH:9][CH:8]=1)[CH3:2] |f:1.2.3|. Reported procedure: To stirred solution of (4-Hydroxy-phenylsulfanyl)-acetic acid ethyl ester (2.12 g, 10 mmol), K2CO3 (anhydrous, 10 g) and 1-bromo-2-ethyl butane (3 g, excess) was added in boiling acetone. The reaction mixture was refluxed for 24 hrs and cooled to room temperature. The reaction mixture was filtered and concentrated. The residue obtained was extracted with chloroform; washed well with water and concentrated. The crude product obtained was taken to next step without purification. Yield 2.8 g (94%);...